This data is from the Open Reaction Database (ORD), a public repository of structured organic reaction records. The task is: describe an organic reaction: reactants, conditions, products, and yield Starting materials: [H-].[Na+] (Sodium hydride), C(#N)C1C2CCC(C(C1)(N2CC=C)C2=CC=CC=C2)O (6-cyano-1-phenyl-8-(prop-2-enyl)-8-azabicyclo[3.2.1]octan-2-ol), FC(C=1C=C(CBr)C=C(C1)C(F)(F)F)(F)F (3,5-bis(trifluoromethyl)benzyl bromide), C1COCCOCCOCCOCCOCCO1 (18-crown-6). Run in C1CCOC1 (THF). Conditions: time 22 hour. Product: FC(C=1C=C(C=C(C1)C(F)(F)F)CO[C@H]1[C@@]2(C[C@H]([C@H](CC1)N2CC=C)C#N)C2=CC=CC=C2)(F)F ((1R*,2R*,5S*,6R*)-2-{[3,5-Bis(trifluoromethyl)phenyl]methoxy}-6-cyano-1-phenyl-8-(prop-2-enyl)-8-azabicyclo[3.2.1]octane). The yield is 71.9%. Reaction SMILES: [H-].[Na+].[C:3]([CH:5]1[CH2:11][C:10]2([C:16]3[CH:21]=[CH:20][CH:19]=[CH:18][CH:17]=3)[N:12]([CH2:13][CH:14]=[CH2:15])[CH:6]1[CH2:7][CH2:8][CH:9]2[OH:22])#[N:4].[F:23][C:24]([F:38])([F:37])[C:25]1[CH:26]=[C:27]([CH:30]=[C:31]([C:33]([F:36])([F:35])[F:34])[CH:32]=1)[CH2:28]Br.C1OCCOCCOCCOCCOCCOC1>C1COCC1>[F:23][C:24]([F:37])([F:38])[C:25]1[CH:26]=[C:27]([CH2:28][O:22][C@@H:9]2[CH2:8][CH2:7][C@@H:6]3[N:12]([CH2:13][CH:14]=[CH2:15])[C@@:10]2([C:16]2[CH:21]=[CH:20][CH:19]=[CH:18][CH:17]=2)[CH2:11][C@H:5]3[C:3]#[N:4])[CH:30]=[C:31]([C:33]([F:34])([F:35])[F:36])[CH:32]=1 |f:0.1|. Procedure: Sodium hydride (60% in oil, 100 mg, 2.5 mmol) was added to a stirred mixture of 1R*,2R*,5S*,6R*)-6-cyano-1-phenyl-8-(prop-2-enyl)-8-azabicyclo[3.2.1]octan-2-ol (Description 24; 400 mg, 1.49 mmol), 3,5-bis(trifluoromethyl)benzyl bromide (1 ml, 5.45 mmol) and 18-crown-6 (87 mg, 0.33 mmol) in THF (5 ml) at room temperature. The reaction mixture was stirred for 22 hours, quenched with water and extracted into dichloromethane. The combined organic extracts were washed with water, dried (Na2SO4) and c... Reactants: O=C1CCC(=O)N1Br, Cc1ccnc(Br)c1, O=C(OOC(=O)c1ccccc1)c1ccccc1, ClC(Cl)(Cl)Cl, CC(=O)O. The product is BrCc1ccnc(Br)c1. Reaction SMILES: [Br:13][N:14]1[C:15](=[O:16])[CH2:17][CH2:18][C:19]1=[O:20].[Br:5][c:6]1[n:7][cH:8][cH:9][c:10]([CH3:12])[cH:11]1.[C:21]([O:22][O:23][C:24](=[O:25])[c:26]1[cH:27][cH:28][cH:29][cH:30][cH:31]1)(=[O:32])[c:33]1[cH:34][cH:35][cH:36][cH:37][cH:38]1.[C:39]([Cl:40])([Cl:41])([Cl:42])[Cl:43].[CH3:1][C:2](=[O:3])[OH:4]>>[Br:5][c:6]1[n:7][cH:8][cH:9][c:10]([CH2:12][Br:13])[cH:11]1. The reactants are Cl.COC=1C=C(C=CC1OC)C=1C(C(N(N1)C1CCNCC1)=O)(C)C (5-(3,4-dimethoxyphenyl)-4,4-dimethyl-2-(piperidin-4-yl)-2,4-dihydro-3H-pyrazol-3-one hydrochloride), Cl.COC=1C=C(C=CC1OC)C=1C(C(N(N1)C1CCNCC1)=O)(C)C (5-(3,4-dimethoxyphenyl)-4,4-dimethyl-2-(piperidin-4-yl)-2,4-dihydro-3H-pyrazol-3-one hydrochloride), N1=CC=CC2=CC=CC(=C12)C(=O)O (quinoline-8-carboxylic acid). The product is COC=1C=C(C=CC1OC)C=1C(C(N(N1)C1CCN(CC1)C(=O)C=1C=CC=C2C=CC=NC12)=O)(C)C (5-(3,4-Dimethoxyphenyl)-4,4-dimethyl-2-[1-(quinolin-8-ylcarbonyl)piperidin-4-yl]-2,4-dihydro-3H-pyrazol-3-one). RXN SMILES: Cl.[CH3:2][O:3][C:4]1[CH:5]=[C:6]([C:12]2[C:13]([CH3:25])([CH3:24])[C:14](=[O:23])[N:15]([CH:17]3[CH2:22][CH2:21][NH:20][CH2:19][CH2:18]3)[N:16]=2)[CH:7]=[CH:8][C:9]=1[O:10][CH3:11].[N:26]1[C:35]2[C:30](=[CH:31][CH:32]=[CH:33][C:34]=2[C:36](O)=[O:37])[CH:29]=[CH:28][CH:27]=1>>[CH3:2][O:3][C:4]1[CH:5]=[C:6]([C:12]2[C:13]([CH3:25])([CH3:24])[C:14](=[O:23])[N:15]([CH:17]3[CH2:22][CH2:21][N:20]([C:36]([C:34]4[CH:33]=[CH:32][CH:31]=[C:30]5[C:35]=4[N:26]=[CH:27][CH:28]=[CH:29]5)=[O:37])[CH2:19][CH2:18]3)[N:16]=2)[CH:7]=[CH:8][C:9]=1[O:10][CH3:11] |f:0.1|. Procedure: The title compound is prepared analogously as described for GP2-WU2 using 5-(3,4-dimethoxyphenyl)-4,4-dimethyl-2-(piperidin-4-yl)-2,4-dihydro-3H-pyrazol-3-one (compound B1) and quinoline-8-carboxylic acid as starting compounds. The crude product is purified by chromatography (amino phase silica gel and DCM) to yield the title compound. Starting materials: CC12CC(c3ccc(Br)cc3)C3=C4CCC(=O)CC4(O)CCC3C1CCC2C(O)C1CC1, C[N+]1([O-])CCOCC1, CCCCCCC, CC(C)=O. Yields the product CC12CC(c3ccc(Br)cc3)C3=C4CCC(=O)CC4(O)CCC3C1CCC2C(=O)C1CC1. RXN SMILES: [Br:1][c:2]1[cH:3][cH:4][c:5]([CH:8]2[C:9]3=[C:10]4[CH2:11][CH2:12][C:13](=[O:32])[CH2:14][C:15]4([OH:31])[CH2:16][CH2:17][CH:18]3[CH:19]3[CH2:20][CH2:21][CH:22]([CH:26]([OH:27])[CH:28]4[CH2:29][CH2:30]4)[C:23]3([CH3:24])[CH2:25]2)[cH:6][cH:7]1.[CH3:33][N+:34]1([O-:35])[CH2:36][CH2:37][O:38][CH2:39][CH2:40]1.[CH3:41][CH2:42][CH2:43][CH2:44][CH2:45][CH2:46][CH3:47].[CH3:48][C:49](=[O:50])[CH3:51]>>[Br:1][c:2]1[cH:3][cH:4][c:5]([CH:8]2[C:9]3=[C:10]4[CH2:11][CH2:12][C:13](=[O:32])[CH2:14][C:15]4([OH:31])[CH2:16][CH2:17][CH:18]3[CH:19]3[CH2:20][CH2:21][CH:22]([C:26](=[O:27])[CH:28]4[CH2:29][CH2:30]4)[C:23]3([CH3:24])[CH2:25]2)[cH:6][cH:7]1. Starting materials: C=CCN=C=O, ClCCl, NS(=O)(=O)c1ccccc1OC(Cl)=CCl, C1CCC2=NCCCN2CC1. Yields the product C=CCNC(=O)NS(=O)(=O)c1ccccc1OC(Cl)=CCl. As a reaction SMILES: [CH2:1]([CH:2]=[CH2:3])[N:4]=[C:5]=[O:6].[CH2:33]([Cl:34])[Cl:35].[Cl:7][C:8](=[CH:9][Cl:10])[O:11][c:12]1[c:13]([S:18](=[O:19])(=[O:20])[NH2:21])[cH:14][cH:15][cH:16][cH:17]1.[N:22]12[CH2:23][CH2:24][CH2:25][N:26]=[C:27]1[CH2:28][CH2:29][CH2:30][CH2:31][CH2:32]2>>[CH2:1]([CH:2]=[CH2:3])[NH:4][C:5](=[O:6])[NH:21][S:18]([c:13]1[c:12]([O:11][C:8]([Cl:7])=[CH:9][Cl:10])[cH:17][cH:16][cH:15][cH:14]1)(=[O:19])=[O:20].